This data is from the Open Reaction Database (ORD), a public repository of structured organic reaction records. The task is: describe an organic reaction: reactants, conditions, products, and yield The reactants are CCC(NC(=O)OC(C)(C)C)C(=O)NC(C)C(=O)OC, CC(N)C(=O)NC(C)(C(=O)O)C1CC1, Cl. Yields the product Cl, CCC(N)C(=O)NC(C)C(=O)OC. RXN SMILES: [C:16]([O:17][C:18](=[O:19])[NH:23][CH:24]([C:25](=[O:26])[NH:27][CH:28]([CH3:29])[C:30](=[O:31])[O:32][CH3:33])[CH2:34][CH3:35])([CH3:20])([CH3:21])[CH3:22].[CH3:2][C:3]([NH:4][C:5](=[O:6])[CH:7]([CH3:8])[NH2:9])([CH:10]1[CH2:11][CH2:12]1)[C:13]([OH:14])=[O:15].[ClH:1]>>[ClH:1].[NH2:23][CH:24]([C:25](=[O:26])[NH:27][CH:28]([CH3:29])[C:30](=[O:31])[O:32][CH3:33])[CH2:34][CH3:35]. Reactants: CCOC(C)=O, CCOC(=O)CC(=O)CCC#CC(O)C(Cl)CC, [Pd], c1ccc2ncccc2c1. Yields the product CCOC(=O)CC(=O)CCC=CC(O)C(Cl)CC. RXN SMILES: [CH3:29][CH2:30][O:31][C:32](=[O:33])[CH3:34].[O:1]=[C:2]([CH2:3][C:4](=[O:5])[O:6][CH2:7][CH3:8])[CH2:9][CH2:10][C:11]#[C:12][CH:13]([CH:14]([CH2:15][CH3:16])[Cl:17])[OH:18].[Pd:35].[cH:19]1[cH:20][c:21]2[c:22]([n:23][cH:24][cH:25][cH:26]2)[cH:27][cH:28]1>>[O:1]=[C:2]([CH2:3][C:4](=[O:5])[O:6][CH2:7][CH3:8])[CH2:9][CH2:10][CH:11]=[CH:12][CH:13]([CH:14]([CH2:15][CH3:16])[Cl:17])[OH:18]. Reactants: Cl (hydrochloric acid), C(O)([O-])=O.[Na+] (sodium hydrogen carbonate), C(C1=CC=CC=C1)N1CCOC2=C(C1)N=CC(=N2)Cl (8-benzyl-3-chloro-6,7,8,9-tetrahydropyrazino[2,3-f][1,4]oxazepine), C1(CCCCC1)P(C1=C(C=CC=C1)C1=CC=CC=C1)C1CCCCC1 (2-(dicyclohexylphosphino)biphenyl), C[Si]([N-][Si](C)(C)C)(C)C.[Li+] (lithium hexamethyl disilazide). Reagents/catalysts: C=1C=CC(=CC1)/C=C/C(=O)/C=C/C2=CC=CC=C2.C=1C=CC(=CC1)/C=C/C(=O)/C=C/C2=CC=CC=C2.C=1C=CC(=CC1)/C=C/C(=O)/C=C/C2=CC=CC=C2.[Pd].[Pd] (Pd2(dba)3). Solvent: C1CCOC1 (THF). Conditions: time 1.5 hour. Product: C(C1=CC=CC=C1)N1CCOC2=C(C1)N=CC(=N2)N (8-benzyl-6,7,8,9-tetrahydropyrazino[2,3-f][1,4]oxazepin-3-amine). Isolated yield 49.0%. Reaction SMILES: [CH2:1]([N:8]1[CH2:14][C:13]2[N:15]=[CH:16][C:17](Cl)=[N:18][C:12]=2[O:11][CH2:10][CH2:9]1)[C:2]1[CH:7]=[CH:6][CH:5]=[CH:4][CH:3]=1.C1(P(C2CCCCC2)C2C=CC=CC=2C2C=CC=CC=2)CCCCC1.C[Si](C)(C)[N-:47][Si](C)(C)C.[Li+].Cl.C(=O)([O-])O.[Na+]>C1COCC1.C1C=CC(/C=C/C(/C=C/C2C=CC=CC=2)=O)=CC=1.C1C=CC(/C=C/C(/C=C/C2C=CC=CC=2)=O)=CC=1.C1C=CC(/C=C/C(/C=C/C2C=CC=CC=2)=O)=CC=1.[Pd].[Pd]>[CH2:1]([N:8]1[CH2:14][C:13]2[N:15]=[CH:16][C:17]([NH2:47])=[N:18][C:12]=2[O:11][CH2:10][CH2:9]1)[C:2]1[CH:7]=[CH:6][CH:5]=[CH:4][CH:3]=1 |f:2.3,5.6,8.9.10.11.12|. Procedure details: To a solution of 8-benzyl-3-chloro-6,7,8,9-tetrahydropyrazino[2,3-f][1,4]oxazepine (213 mg) in THF (5 mL) were added 2-(dicyclohexylphosphino)biphenyl (19 mg), Pd2(dba)3 (21 mg) and lithium hexamethyl disilazide (1 M THF solution, 1.16 mL) under an argon stream at room temperature. The reaction mixture was stirred at 60° C. to 70° C. for 1.5 hr. The reaction mixture was cooled to room temperature, 1 N hydrochloric acid (10 mL) was added, and the mixture was stirred at room temperature for 10 min... The reactants are ice, BrC1C(C2=CC(=CC(=C2CC1)C)OC)=O (2-bromo-7-methoxy-5-methyl-3,4-dihydro-2H-naphthalen-1-one), [BH4-].[Na+] (sodium borohydride). Run in CO (methanol). Conditions: time 2 hour. Yields the product BrC1C(C2=CC(=CC(=C2CC1)C)OC)O (2-bromo-7-methoxy-5-methyl-1,2,3,4-tetrahydro-naphthalen-1-ol). Reaction SMILES: [Br:1][CH:2]1[CH2:11][CH2:10][C:9]2[C:4](=[CH:5][C:6]([O:13][CH3:14])=[CH:7][C:8]=2[CH3:12])[C:3]1=[O:15].[BH4-].[Na+]>CO>[Br:1][CH:2]1[CH2:11][CH2:10][C:9]2[C:4](=[CH:5][C:6]([O:13][CH3:14])=[CH:7][C:8]=2[CH3:12])[CH:3]1[OH:15] |f:1.2|. Procedure: To the ice-cold solution of 2-bromo-7-methoxy-5-methyl-3,4-dihydro-2H-naphthalen-1-one (10 g, 0.04 mol) obtained in Step 1 in methanol (100 mL) was added sodium borohydride (2.0 g, 0.05 mol) and the mixture was stirred for 2 h at room temperature. The reaction mixture was cooled and quenched with acetone and concentrated. The mixture was diluted with water and extracted in diethyl ether. The organic layer was washed with brine, dried and concentrated to yield the 2-bromo-7-methoxy-5-methyl-1,2,3... Starting materials: C[Si](C)(C)[N-][Si](C)(C)C.[Na+] (sodium bis(trimethylsilyl)amide), BrC1=CC=C2C=CNC2=C1 (6-bromoindole), C1CCOC1 (THF), BrCC(=O)OCC (ethyl bromoacetate), C1CCOC1 (THF). The solvent is C(C)(=O)OCC (ethyl acetate). Reaction conditions: time 1 hour. The product is BrC1=CC=C2C=CN(C2=C1)CCCC(=O)O (6-Bromo-1-(carboxyethyl)methyl-1H-indole). As a reaction SMILES: [Br:1][C:2]1[CH:10]=[C:9]2[C:5]([CH:6]=[CH:7][NH:8]2)=[CH:4][CH:3]=1.C[Si]([N-][Si](C)(C)C)(C)C.[Na+].Br[CH2:22][C:23]([O:25]CC)=[O:24].[CH2:28]1COC[CH2:29]1>C(OCC)(=O)C>[Br:1][C:2]1[CH:10]=[C:9]2[C:5]([CH:6]=[CH:7][N:8]2[CH2:28][CH2:29][CH2:22][C:23]([OH:25])=[O:24])=[CH:4][CH:3]=1 |f:1.2|. Reported procedure: To a 250 mL round bottom flask equipped with a stir bar was added 6-bromoindole (5 g; 25.5 mmol) and THF (50 mL). To this stirred solution, under argon, was added sodium bis(trimethylsilyl)amide (1M in tetrahydrofuran)(51 mL; 51 mmol). The resulting brown solution was stirred at room temperature for 1 h. At this point the mixture was cooled to −5° C., and a solution of ethyl bromoacetate (5.6 mL; 51 mmol) in THF (4 mL) added. The resulting brownish yellow precipitate was warmed to room temperatu... The reactants are [Br-], CON(C)C(=O)c1cc(Cl)ccc1Br, C[Mg+], Cl, C1CCOC1, C1CCOC1, O, Cc1ccccc1. The product is CC(=O)c1cc(Cl)ccc1Br. Reaction SMILES: [Br-:1].[Br:4][c:5]1[c:6]([C:7](=[O:8])[N:9]([O:10][CH3:11])[CH3:12])[cH:13][c:14]([Cl:17])[cH:15][cH:16]1.[CH3:2][Mg+:3].[ClH:18].[O:27]1[CH2:28][CH2:29][CH2:30][CH2:31]1.[O:32]1[CH2:33][CH2:34][CH2:35][CH2:36]1.[OH2:19].[c:20]1([CH3:21])[cH:22][cH:23][cH:24][cH:25][cH:26]1>>[CH3:2][C:7]([c:6]1[c:5]([Br:4])[cH:16][cH:15][c:14]([Cl:17])[cH:13]1)=[O:8].